From a dataset of the Open Reaction Database (ORD), a public repository of structured organic reaction records. describe an organic reaction: reactants, conditions, products, and yield The reactants are C(=O)(C(F)(F)F)O (TFA), C(C)(C)(C)OC(=O)N1CC(C1)NC(CNC(C1=CC(=C(C=C1)F)C(F)(F)F)=O)=O (3-[2-(4-fluoro-3-trifluoromethyl-benzoylamino)-acetylamino]-azetidine-1-carboxylic acid tert-butylester). The product is OC(=O)C(F)(F)F.N1CC(C1)NC(=O)CNC(C1=CC(=C(C=C1)F)C(F)(F)F)=O (N-(Azetidin-3-ylcarbamoylmethyl)-4-fluoro-3-trifluoromethyl-benzamide TFA Salt). Reaction SMILES: [C:1]([OH:7])([C:3]([F:6])([F:5])[F:4])=[O:2].C(OC([N:15]1[CH2:18][CH:17]([NH:19][C:20](=[O:36])[CH2:21][NH:22][C:23](=[O:35])[C:24]2[CH:29]=[CH:28][C:27]([F:30])=[C:26]([C:31]([F:34])([F:33])[F:32])[CH:25]=2)[CH2:16]1)=O)(C)(C)C>>[OH:7][C:1]([C:3]([F:6])([F:5])[F:4])=[O:2].[NH:15]1[CH2:18][CH:17]([NH:19][C:20]([CH2:21][NH:22][C:23](=[O:35])[C:24]2[CH:29]=[CH:28][C:27]([F:30])=[C:26]([C:31]([F:33])([F:34])[F:32])[CH:25]=2)=[O:36])[CH2:16]1 |f:2.3|. Reported procedure: The title compound was prepared as colorless oil from the TFA de-protection of 3-[2-(4-fluoro-3-trifluoromethyl-benzoylamino)-acetylamino]-azetidine-1-carboxylic acid tert-butylester (as prepared in the previous step) using the procedure described in Step E of Example 1. The reactants are CN(C)Cc1ccc(CSCCN)o1, CN(C)Cc1ccc(Cc2cnc(N[N+](=O)[O-])[nH]c2=O)o1, c1ccncc1. The product is CN(C)Cc1ccc(CSCCNc2ncc(Cc3ccc(CN(C)C)o3)c(=O)[nH]2)o1. Reaction SMILES: [CH3:1][N:2]([CH3:3])[CH2:4][c:5]1[cH:6][cH:7][c:8]([CH2:10][S:11][CH2:12][CH2:13][NH2:14])[o:9]1.[N+:15]([NH:16][c:19]1[n:20][cH:21][c:22]([CH2:26][c:27]2[o:28][c:29]([CH2:32][N:33]([CH3:34])[CH3:35])[cH:30][cH:31]2)[c:23](=[O:25])[nH:24]1)([O-:17])=[O:18].[cH:36]1[cH:37][cH:38][n:39][cH:40][cH:41]1>>[CH3:1][N:2]([CH3:3])[CH2:4][c:5]1[cH:6][cH:7][c:8]([CH2:10][S:11][CH2:12][CH2:13][NH:14][c:19]2[n:20][cH:21][c:22]([CH2:26][c:27]3[o:28][c:29]([CH2:32][N:33]([CH3:34])[CH3:35])[cH:30][cH:31]3)[c:23](=[O:25])[nH:24]2)[o:9]1. The reactants are NCC=1C=CC(=C(C1)C=1NC(N(N1)C1=CC(=C(C=C1)Cl)C)=O)Cl (5-(5-(aminomethyl)-2-chlorophenyl)-2-(4-chloro-3-methylphenyl)-2H-1,2,4-triazol-3(4H)-one), C(C(C)(C)C)(=O)Cl (pivaloyl chloride), TEA. The solvent is C1CCOC1 (THF). Yields the product ClC1=C(C=C(CNC(C(C)(C)C)=O)C=C1)C1=NN(C(N1)=O)C1=CC(=C(C=C1)Cl)C (N-(4-Chloro-3-(1-(4-chloro-3-methylphenyl)-4,5-dihydro-5-oxo-1H-1,2,4-triazol-3-yl)benzyl)pivalamide). The yield is 37.6%. RXN SMILES: [NH2:1][CH2:2][C:3]1[CH:4]=[CH:5][C:6]([Cl:23])=[C:7]([C:9]2[NH:10][C:11](=[O:22])[N:12]([C:14]3[CH:19]=[CH:18][C:17]([Cl:20])=[C:16]([CH3:21])[CH:15]=3)[N:13]=2)[CH:8]=1.[C:24](Cl)(=[O:29])[C:25]([CH3:28])([CH3:27])[CH3:26]>C1COCC1>[Cl:23][C:6]1[CH:5]=[CH:4][C:3]([CH2:2][NH:1][C:24](=[O:29])[C:25]([CH3:28])([CH3:27])[CH3:26])=[CH:8][C:7]=1[C:9]1[NH:10][C:11](=[O:22])[N:12]([C:14]2[CH:19]=[CH:18][C:17]([Cl:20])=[C:16]([CH3:21])[CH:15]=2)[N:13]=1. Procedure: The title compound was prepared according to the procedure described in Example-108 by using 5-(5-(aminomethyl)-2-chlorophenyl)-2-(4-chloro-3-methylphenyl)-2H-1,2,4-triazol-3(4H)-one (Intermediate-106, 0.300 g, 0.859 mmol), pivaloyl chloride (0.130 g, 1.03 mmol), TEA (2.0 mL), dry THF (5 mL) to afford 0.140 g of the desired product. 1H NMR (300 MHz, DMSO 4): δ 1.13 (s, 9H), 2.37 (s, 3H), 4.29 (d, J=5.7 Hz, 2H), 7.41 (d, J=8.7 Hz, 1H), 7.51 (d, J=8.7 Hz, 1H), 7.58 (s, 2H), 7.70 (br d, 1H), 7.91 (... The reactants are C(C)OC(CC1(CCCC1)C(=O)O)=O (1-(2-ethoxy-2-oxoethyl)cyclopentanecarboxylic acid), ON1N=NC2=C1N=CC=C2 (1-hydroxy-7-azabenzotriazole), CCN(C(C)C)C(C)C (DIPEA), Cl.N[C@H](C(=O)OCC1=CC=CC=C1)CC1=CC=C(C=C1)C1=CC=CC=C1 ((S)-benzyl 2-amino-3-(biphenyl-4-yl)propanoate hydrochloride), CCN=C=NCCCN(C)C.Cl (WSC.HCl). The solvent is CN(C)C=O (DMF). Reaction conditions: time 2 hour. The product is C1(=CC=C(C=C1)C[C@@H](C(=O)OCC1=CC=CC=C1)NC(=O)C1(CCCC1)CC(=O)OCC)C1=CC=CC=C1 ((S)-benzyl 3-(biphenyl-4-yl)-2-(1-(2-ethoxy-2-oxoethyl)cyclopentanecarboxamido)propanoate). Isolated yield 85.6%. Reaction SMILES: [CH2:1]([O:3][C:4](=[O:14])[CH2:5][C:6]1([C:11]([OH:13])=O)[CH2:10][CH2:9][CH2:8][CH2:7]1)[CH3:2].Cl.[NH2:16][C@@H:17]([CH2:28][C:29]1[CH:34]=[CH:33][C:32]([C:35]2[CH:40]=[CH:39][CH:38]=[CH:37][CH:36]=2)=[CH:31][CH:30]=1)[C:18]([O:20][CH2:21][C:22]1[CH:27]=[CH:26][CH:25]=[CH:24][CH:23]=1)=[O:19].CCN=C=NCCCN(C)C.Cl.ON1C2N=CC=CC=2N=N1.CCN(C(C)C)C(C)C>CN(C=O)C>[C:32]1([C:35]2[CH:36]=[CH:37][CH:38]=[CH:39][CH:40]=2)[CH:33]=[CH:34][C:29]([CH2:28][C@H:17]([NH:16][C:11]([C:6]2([CH2:5][C:4]([O:3][CH2:1][CH3:2])=[O:14])[CH2:7][CH2:8][CH2:9][CH2:10]2)=[O:13])[C:18]([O:20][CH2:21][C:22]2[CH:27]=[CH:26][CH:25]=[CH:24][CH:23]=2)=[O:19])=[CH:30][CH:31]=1 |f:1.2,3.4|. Procedure details: A solution of 1-(2-ethoxy-2-oxoethyl)cyclopentanecarboxylic acid (672 mg, 3.36 mmol), (S)-benzyl 2-amino-3-(biphenyl-4-yl)propanoate hydrochloride (957 mg, 2.60 mmol), WSC.HCl (833 mg, 4.34 mmol), 1-hydroxy-7-azabenzotriazole (591 mg, 4.34 mmol) and DIPEA (0.759 ml, 4.34 mmol) in DMF (15 ml) was allowed to stir at room temperature for 2 hours. The reaction was quenched with H2O (10 ml) and 35% NH4OH aqueous (2 ml). The mixture was stirred for 30 minutes. The product was extracted with EtOAc, was... Starting materials: FC(S(=O)(=O)O[Si](C)(C)C)(F)F (trimethylsilyl trifluoromethanesulfonate), C(C1=CC=CC=C1)N (Benzylamine), C(C)SC#N (ethyl thiocyanate), [OH-].[Na+] (sodium hydroxide). Run at time 1 day. The product is C(C1=CC=CC=C1)NC(SCC)=N (N-benzyl-S-ethylisothiourea). Isolated yield 100.0%. RXN SMILES: [CH2:1]([NH2:8])[C:2]1[CH:7]=[CH:6][CH:5]=[CH:4][CH:3]=1.FC(F)(F)S(O[Si](C)(C)C)(=O)=O.[OH-].[Na+].[CH2:23]([S:25][C:26]#[N:27])[CH3:24]>>[CH2:1]([NH:8][C:26](=[NH:27])[S:25][CH2:23][CH3:24])[C:2]1[CH:7]=[CH:6][CH:5]=[CH:4][CH:3]=1 |f:2.3|. Procedure: Benzylamine (13.8 mg) was dissolved in ethyl thiocyanate (50 μl). To this solution, trimethylsilyl trifluoromethanesulfonate (25.7 μl) was added dropwise at room temperature. After continued stirring for 1 day at room temperature, 2N aqueous sodium hydroxide was added to the solution, which was then extracted with ethyl acetate. The ethyl acetate layer was dried over anhydrous sodium sulfate and concentrated under reduced pressure to give the titled compound (25.4 mg, yield 100%).